Task: describe an organic reaction: reactants, conditions, products, and yield. Dataset: the Open Reaction Database (ORD), a public repository of structured organic reaction records Reactants: CC1=C(C=CC(=C1)[N+](=O)[O-])N=C=S (2-Methyl-4-nitrophenyl isothiocyanate), C(C1=CC=CC=C1)N (benzylamine), ClCC(=O)O (chloroacetic acid). Product: CC1=C(C=CC(=C1)[N+](=O)[O-])N=C1SCC(N1CC1=CC=CC=C1)=O (2-(2-methyl-4-nitrophenylimino)-3-(phenylmethyl)-1,3-thiazolidin-4-one). As a reaction SMILES: [CH3:1][C:2]1[CH:7]=[C:6]([N+:8]([O-:10])=[O:9])[CH:5]=[CH:4][C:3]=1[N:11]=[C:12]=[S:13].[CH2:14]([NH2:21])[C:15]1[CH:20]=[CH:19][CH:18]=[CH:17][CH:16]=1.Cl[CH2:23][C:24](O)=[O:25]>>[CH3:1][C:2]1[CH:7]=[C:6]([N+:8]([O-:10])=[O:9])[CH:5]=[CH:4][C:3]=1[N:11]=[C:12]1[N:21]([CH2:14][C:15]2[CH:20]=[CH:19][CH:18]=[CH:17][CH:16]=2)[C:24](=[O:25])[CH2:23][S:13]1. Reported procedure: 2-Methyl-4-nitrophenyl isothiocyanate was reacted with benzylamine followed by chloroacetic acid according to Method C8a to afford 2-(2-methyl-4-nitrophenylimino)-3-(phenylmethyl)-1,3-thiazolidin-4-one. The reactants are O=C1OC2(CN3CCC2CC3)CN1c1ccc(Br)o1, OB(O)c1cccnc1. The product is O=C1OC2(CN3CCC2CC3)CN1c1ccc(-c2cccnc2)o1. RXN SMILES: [Br:1][c:2]1[cH:3][cH:4][c:5]([N:7]2[C:8](=[O:19])[O:9][C:10]3([CH2:11][N:12]4[CH2:13][CH2:14][CH:15]3[CH2:16][CH2:17]4)[CH2:18]2)[o:6]1.[n:20]1[cH:21][c:22]([B:26]([OH:27])[OH:28])[cH:23][cH:24][cH:25]1>>[c:2]1(-[c:22]2[cH:21][n:20][cH:25][cH:24][cH:23]2)[cH:3][cH:4][c:5]([N:7]2[C:8](=[O:19])[O:9][C:10]3([CH2:11][N:12]4[CH2:13][CH2:14][CH:15]3[CH2:16][CH2:17]4)[CH2:18]2)[o:6]1. The reactants are C(C)(C)(C)OC(=O)N1[C@@H](CCC1)COS(=O)(=O)C ((2S)-1-t-butoxycarbonyl-2-methanesulfonyloxymethylpyrrolidine), C(C)(C)(C)OC(=O)N1[C@@H](CCC1)CO ((2S)-1-t-butoxycarbonyl-2-hydroxymethylpyrrolidine), COC1=CC=C(CS)C=C1 (4-methoxybenzyl mercaptan), [H-].[Na+] (sodium hydride). Run in CN(C=O)C (dimethylformamide). Product: C(C)(C)(C)OC(=O)N1[C@@H](CCC1)CSCC1=CC=C(C=C1)OC ((2S)-1-t-Butoxycarbonyl-2-(4-methoxybenzylthiomethyl)pyrrolidine). RXN SMILES: [C:1]([O:5][C:6]([N:8]1[CH2:12][CH2:11][CH2:10][C@H:9]1[CH2:13]OS(C)(=O)=O)=[O:7])([CH3:4])([CH3:3])[CH3:2].C(OC(N1CCC[C@H]1CO)=O)(C)(C)C.[CH3:33][O:34][C:35]1[CH:42]=[CH:41][C:38]([CH2:39][SH:40])=[CH:37][CH:36]=1.[H-].[Na+]>CN(C)C=O>[C:1]([O:5][C:6]([N:8]1[CH2:12][CH2:11][CH2:10][C@H:9]1[CH2:13][S:40][CH2:39][C:38]1[CH:41]=[CH:42][C:35]([O:34][CH3:33])=[CH:36][CH:37]=1)=[O:7])([CH3:2])([CH3:3])[CH3:4] |f:3.4|. Procedure details: The procedure described in Preparation 5-(2) was repeated, but using 12.16 g of (2S)-1-t-butoxycarbonyl-2-methanesulfonyloxymethylpyrrolidine [prepared by the methanesulfonylation of (2S)-1-t-butoxycarbonyl-2-hydroxymethylpyrrolidine], 7.3 ml of 4-methoxybenzyl mercaptan and 2.3 g of sodium hydride (as a 55% w/w suspension in mineral oil) in 100 ml of dry dimethylformamide, to afford 13.93 g of the title compound as an oil. The reactants are Cc1ccc(-c2nc(CCCCCCOC(C)(C)C(=O)NO)c(C)o2)cc1, [Na+], O, O=C([O-])O, BrP(Br)Br, c1ccccc1. The product is Cc1ccc(-c2nc(CCCCCCOC(C)(C)C#N)c(C)o2)cc1. Reaction SMILES: [CH3:5][C:6]([C:7]([NH:9][OH:8])=[O:10])([CH3:11])[O:12][CH2:13][CH2:14][CH2:15][CH2:16][CH2:17][CH2:18][c:19]1[n:20][c:21](-[c:25]2[cH:26][cH:27][c:28]([CH3:31])[cH:29][cH:30]2)[o:22][c:23]1[CH3:24].[Na+:33].[OH2:32].[OH:34][C:35](=[O:36])[O-:37].[P:1]([Br:2])([Br:3])[Br:4].[cH:38]1[cH:39][cH:40][cH:41][cH:42][cH:43]1>>[CH3:5][C:6]([C:7]#[N:9])([CH3:11])[O:12][CH2:13][CH2:14][CH2:15][CH2:16][CH2:17][CH2:18][c:19]1[n:20][c:21](-[c:25]2[cH:26][cH:27][c:28]([CH3:31])[cH:29][cH:30]2)[o:22][c:23]1[CH3:24]. Starting materials: CCCCCCC(C)Oc1ccc(C(=O)Oc2ccc(-c3ccc(Br)cc3)cc2)cc1, CCOC(=O)c1ccc(-c2ccc(O)cc2)cc1, CCCCCCC(C)Oc1ccc(-c2ccc(C(=O)OCC)cc2)cc1, CO, CCO, Cc1ccccc1, Cl, CCCCCCC(C)Oc1ccc(-c2ccc(C(=O)Oc3ccc(F)cc3)cc2)cc1, [K+], [Na+], [OH-], [OH-], O. The product is CCCCCCC(C)Oc1ccc(-c2ccc(C(=O)O)cc2)cc1. As a reaction SMILES: [Br:1][c:2]1[cH:3][cH:4][c:5](-[c:6]2[cH:7][cH:8][c:9]([O:10][C:11](=[O:12])[c:13]3[cH:14][cH:15][c:16]([O:17][CH:18]([CH3:19])[CH2:20][CH2:21][CH2:22][CH2:23][CH2:24][CH3:25])[cH:26][cH:27]3)[cH:28][cH:29]2)[cH:30][cH:31]1.[CH2:32]([O:33][C:34]([c:35]1[cH:36][cH:37][c:38](-[c:39]2[cH:40][cH:41][c:42]([OH:43])[cH:44][cH:45]2)[cH:46][cH:47]1)=[O:48])[CH3:49].[CH2:83]([O:84][C:85]([c:86]1[cH:87][cH:88][c:89](-[c:90]2[cH:91][cH:92][c:93]([O:94][CH:95]([CH3:96])[CH2:97][CH2:98][CH2:99][CH2:100][CH2:101][CH3:102])[cH:103][cH:104]2)[cH:105][cH:106]1)=[O:107])[CH3:108].[CH3:112][OH:113].[CH3:115][CH2:116][OH:117].[CH3:118][c:119]1[cH:120][cH:121][cH:122][cH:123][cH:124]1.[ClH:111].[F:52][c:53]1[cH:54][cH:55][c:56]([O:59][C:60](=[O:61])[c:62]2[cH:63][cH:64][c:65](-[c:68]3[cH:69][cH:70][c:71]([O:74][CH:75]([CH2:76][CH2:77][CH2:78][CH2:79][CH2:80][CH3:81])[CH3:82])[cH:72][cH:73]3)[cH:66][cH:67]2)[cH:57][cH:58]1.[K+:51].[Na+:110].[OH-:109].[OH-:50].[OH2:114]>>[O:59]=[C:60]([OH:61])[c:62]1[cH:63][cH:64][c:65](-[c:68]2[cH:69][cH:70][c:71]([O:74][CH:75]([CH2:76][CH2:77][CH2:78][CH2:79][CH2:80][CH3:81])[CH3:82])[cH:72][cH:73]2)[cH:66][cH:67]1.